Dataset: the Open Reaction Database (ORD), a public repository of structured organic reaction records. Task: describe an organic reaction: reactants, conditions, products, and yield Reactants: C(C1=CC=CC=C1)N1C[C@@H](CC1)[C@H](C)NCCF ((S)-1-((R)-1-benzylpyrrolidin-3-yl)-N-(2-fluoroethyl)ethanamine). Reagents/catalysts: [OH-].[Pd+2].[OH-] (palladium hydroxide). Run in C(C)O (ethanol). The product is FCCN[C@@H](C)[C@H]1CNCC1 (2-fluoro-N—((S)-1-((R)-pyrrolidin-3-yl)ethyl)ethanamine). RXN SMILES: C([N:8]1[CH2:12][CH2:11][C@@H:10]([C@@H:13]([NH:15][CH2:16][CH2:17][F:18])[CH3:14])[CH2:9]1)C1C=CC=CC=1>C(O)C.[OH-].[Pd+2].[OH-]>[F:18][CH2:17][CH2:16][NH:15][C@H:13]([C@@H:10]1[CH2:11][CH2:12][NH:8][CH2:9]1)[CH3:14] |f:2.3.4|. Procedure: A solution of (S)-1-((R)-1-benzylpyrrolidin-3-yl)-N-(2-fluoroethyl)ethanamine (0.27 g, 1.08 mmol) and palladium hydroxide (0.27 g, 20 wt. % Pd on carbon, 50% wet) in ethanol (8.0 mL) is heated at 40° C. for 15 h under an atmosphere of hydrogen, and cooled to rt. The resulting mixture is filtered through a Büchner funnel on a layer of Celite washing with methanol. The filtrate is evaporated under reduced pressure to afford the title compound in quantitative yield (0.17 g). The residue obtained is...